From a dataset of the Open Reaction Database (ORD), a public repository of structured organic reaction records. describe an organic reaction: reactants, conditions, products, and yield The reactants are Br.N1=C(C=CC=C1)C#CCBr (3-(2-pyridyl)prop-2-yn-1-yl bromide hydrobromide), OC=1C=C(C=CC1)C1(C(OCC1)C)OC ((2RS,3SR)-3-(3-hydroxyphenyl)-3-methoxy-2-methyltetrahydrofuran). The product is COC1(C(OCC1)C)C1=CC(=CC=C1)OCC#CC1=NC=CC=C1 ((2RS,3SR)-3-methoxy-2-methyl-3-[3-(3-(2-pyridyl)prop-2-yn-1-yloxy)phenyl]tetrahydrofuran). Isolated yield 90.0%. Reaction SMILES: Br.[N:2]1[CH:7]=[CH:6][CH:5]=[CH:4][C:3]=1[C:8]#[C:9][CH2:10]Br.[OH:12][C:13]1[CH:14]=[C:15]([C:19]2([O:25][CH3:26])[CH2:23][CH2:22][O:21][CH:20]2[CH3:24])[CH:16]=[CH:17][CH:18]=1>>[CH3:26][O:25][C:19]1([C:15]2[CH:16]=[CH:17][CH:18]=[C:13]([O:12][CH2:10][C:9]#[C:8][C:3]3[CH:4]=[CH:5][CH:6]=[CH:7][N:2]=3)[CH:14]=2)[CH2:23][CH2:22][O:21][CH:20]1[CH3:24] |f:0.1|. Reported procedure: Using the procedure described in Example 1, 3-(2-pyridyl)prop-2-yn-1-yl bromide hydrobromide was reacted with (2RS,3SR)-3-(3-hydroxyphenyl)-3-methoxy-2-methyltetrahydrofuran to give (2RS,3SR)-3-methoxy-2-methyl-3-[3-(3-(2-pyridyl)prop-2-yn-1-yloxy)phenyl]tetrahydrofuran, as an oil in 90% yield. Reactants: C(C)OC(CC(C1=NC=CC=C1)=O)=O (3-Oxo-3-(pyridin-2-yl)propionic acid ethyl ester), CC=1C=C(NN1)N (5-methyl-2H-pyrazol-3-ylamine). Run in CCOC(=O)C (EtOAc). The product is CC1=NN2C(NC(=CC2=O)C2=NC=CC=C2)=C1 (2-methyl-5-pyridin-2-yl-4H-pyrazolo[1,5-a]pyrimidin-7-one). Isolated yield 79.0%. RXN SMILES: C(O[C:4](=[O:14])[CH2:5][C:6](=O)[C:7]1[CH:12]=[CH:11][CH:10]=[CH:9][N:8]=1)C.[CH3:15][C:16]1[CH:17]=[C:18]([NH2:21])[NH:19][N:20]=1>CCOC(C)=O>[CH3:15][C:16]1[CH:17]=[C:18]2[NH:21][C:6]([C:7]3[CH:12]=[CH:11][CH:10]=[CH:9][N:8]=3)=[CH:5][C:4](=[O:14])[N:19]2[N:20]=1. Procedure details: (prepared according to an analogous procedure described in Polish J. Chem., 56 (1982) p 963) 3-Oxo-3-(pyridin-2-yl)propionic acid ethyl ester (2 g, 0.01035 mol) and 5-methyl-2H-pyrazol-3-ylamine (1 g, 1 eq) were heated together at 140° C. for 2 h; after cooling to rt, the solid residue was stirred with EtOAc and the solid collected by filtration to give 1.84 g of 2-methyl-5-pyridin-2-yl-4H-pyrazolo[1,5-a]pyrimidin-7-one. Step B: The product of step A (1.84 g) was dissolved in POCl3 (24 ml) and c... Reactants: NC1=C(C=CC=C1)S (2-aminothiophenol), C1CCCCC1 (cyclohexane), FC(C=1C(=C(C#N)C=CC1)F)(F)F (3-trifluoromethyl-2-fluorobenzonitrile). Run in CN(C)C=O (DMF). The product is FC(C=1C(=C(C#N)C=CC1)SC1=C(C=CC=C1)N)(F)F (3-Trifluoromethyl-2-(2-aminophenylthio)benzonitrile). RXN SMILES: [NH2:1][C:2]1[CH:7]=[CH:6][CH:5]=[CH:4][C:3]=1[SH:8].[F:9][C:10]([F:21])([F:20])[C:11]1[C:12](F)=[C:13]([CH:16]=[CH:17][CH:18]=1)[C:14]#[N:15].C1CCCCC1>CN(C=O)C>[F:9][C:10]([F:20])([F:21])[C:11]1[C:12]([S:8][C:3]2[CH:4]=[CH:5][CH:6]=[CH:7][C:2]=2[NH2:1])=[C:13]([CH:16]=[CH:17][CH:18]=1)[C:14]#[N:15]. Procedure details: Using a procedure analagous to that of Example 3(a), 2-aminothiophenol (6.26 g, 50 mmol) was combined with 3-trifluoromethyl-2-fluorobenzonitrile (1 eq) in DMF solvent (50 ml) to give the title compound as a white solid from cyclohexane (10.41 g). Starting materials: ClC(C(F)(F)F)CCl (2,3-dichloro-1,1,1-trifluoropropane), C=C(C(F)(F)F)F (HFO-1234yf), C=C(C(F)(F)F)F (HFO-1234yf), ClC(=C)C(F)(F)F (2-chloro-3,3,3-trifluoro-1-propene). Product: ClC=CC(F)(F)F (1-chloro-3,3,3-trifluoro-1-propene), FC(C(C)(F)F)(F)F (1,1,1,2,2-pentafluoropropane), FC=CC(F)(F)F (1,3,3,3-tetrafluoro-1-propene). Reaction SMILES: [CH2:1]=[C:2]([F:7])[C:3]([F:6])([F:5])[F:4].Cl[CH:9]([CH2:14][Cl:15])[C:10]([F:13])([F:12])[F:11].Cl[C:17]([C:19]([F:22])([F:21])[F:20])=[CH2:18]>>[Cl:15][CH:14]=[CH:9][C:10]([F:13])([F:12])[F:11].[F:4][C:3]([F:6])([F:5])[C:2]([F:20])([F:7])[CH3:1].[F:4][CH:18]=[CH:17][C:19]([F:22])([F:21])[F:20]. Procedure: WO 2008/054781 describes a preparation of HFO-1234yf by reaction of 2,3-dichloro-1,1,1-trifluoropropane (HFC-243db) in the presence of HF over a catalyst, in particular 98/2 Cr/Co. The reaction products comprise HFO-1234yf and 2-chloro-3,3,3-trifluoro-1-propene (HCFO-1233xf), the latter product being predominant; the other products 1-chloro-3,3,3-trifluoro-1-propene (HCFO-1233zd) and also 1,1,1,2,2-pentafluoropropane (HFC-245cb) and 1,3,3,3-tetrafluoro-1-propene (HFO-1234ze) are also formed. A h...